describe an organic reaction: reactants, conditions, products, and yield From a dataset of the Open Reaction Database (ORD), a public repository of structured organic reaction records. Reactants: COc1ccc(COc2ccc3ncc(Br)nc3n2)cc1, C[O-], CO, [Na+]. Yields the product COc1ccc(COc2ccc3ncc(OC)nc3n2)cc1. Reaction SMILES: [Br:1][c:2]1[cH:3][n:4][c:5]2[c:6]([n:7]1)[n:8][c:9]([O:12][CH2:13][c:14]1[cH:15][cH:16][c:17]([O:20][CH3:21])[cH:18][cH:19]1)[cH:10][cH:11]2.[CH3:22][O-:23].[CH3:25][OH:26].[Na+:24]>>[c:2]1([O:23][CH3:22])[cH:3][n:4][c:5]2[c:6]([n:7]1)[n:8][c:9]([O:12][CH2:13][c:14]1[cH:15][cH:16][c:17]([O:20][CH3:21])[cH:18][cH:19]1)[cH:10][cH:11]2. Starting materials: [Li+].C1[C@@H]2N(C1=O)[C@H](/C(=C/CO)/O2)C(=O)[O-] (Lithium clavulanate), P(=O)([O-])([O-])[O-].[K+].[K+].[K+] (potassium orthophosphate), P(=O)([O-])([O-])[O-].[Li+].[Li+].[Li+] (lithium phosphate), C(C)(C)O (isopropanol). Run in O (water). Yields the product C1[C@@H]2N(C1=O)[C@H](/C(=C/CO)/O2)C(=O)[O-].[K+] (potassium clavulanate). RXN SMILES: [Li+].[CH2:2]1[C:5](=[O:6])[N:4]2[C@@H:7]([C:13]([O-:15])=[O:14])/[C:8](/[O:12][C@H:3]12)=[CH:9]/[CH2:10][OH:11].C(O)(C)C.P([O-])([O-])([O-])=O.[K+:25].[K+].[K+].P([O-])([O-])([O-])=O.[Li+].[Li+].[Li+]>O>[CH2:2]1[C:5](=[O:6])[N:4]2[C@@H:7]([C:13]([O-:15])=[O:14])/[C:8](/[O:12][C@H:3]12)=[CH:9]/[CH2:10][OH:11].[K+:25] |f:0.1,3.4.5.6,7.8.9.10,12.13|. Procedure: Lithium clavulanate (21.9 g, estimated purity 67% as pure free acid, 3/40 mole) was stirred in distilled water (135 mls) and isopropanol added (108 mls) with stirring and cooling in an ice bath. The supernatant liquid was decanted off the gummy precipitate (6.0 gm) and a solution (37.8 mls 1.5 eq) of 1 M potassium orthophosphate added slowly with about 20 mg lithium phosphate for seeding. As lithium phosphate separated the pH changed from 8.2 to 7.1 ending up at 7.65 on total addition. The mixtu... Starting materials: NC1=C(C(=NN1CCO)Br)[N+](=O)[O-] (2-(5-amino-3-bromo-4-nitro-1H-pyrazol-1-yl)ethanol), C=O (paraformaldehyde), C(C)(=O)O[BH-](OC(C)=O)OC(C)=O.[Na+] (sodium triacetoxyborohydride), C(C)(=O)O (acetic acid). Solvent: ClC(C)Cl (dichloroethane). The product is BrC1=NN2C(NCOCC2)=C1[N+](=O)[O-] (8-bromo-9-nitro-1,2,4,5-tetrahydropyrazolo[5,1-d][1,3,5]oxadiazepine). As a reaction SMILES: [NH2:1][C:2]1[N:6]([CH2:7][CH2:8][OH:9])[N:5]=[C:4]([Br:10])[C:3]=1[N+:11]([O-:13])=[O:12].C=O.[C:16](O[BH-](OC(=O)C)OC(=O)C)(=O)C.[Na+].C(O)(=O)C>ClC(Cl)C>[Br:10][C:4]1[C:3]([N+:11]([O-:13])=[O:12])=[C:2]2[NH:1][CH2:16][O:9][CH2:8][CH2:7][N:6]2[N:5]=1 |f:2.3|. Procedure details: Treatment of 2-(5-amino-3-bromo-4-nitro-1H-pyrazol-1-yl)ethanol 1 with paraformaldehyde and sodium triacetoxyborohydride in dichloroethane containing acetic acid affords 8-bromo-9-nitro-1,2,4,5-tetrahydropyrazolo[5,1-d][1,3,5]oxadiazepine 2. The reaction of the compound 2 with KOH in the presence of Pd2dba3 and 2-di-tert-butylphosphino-2′,4′,6′-triisopropylbiphenyl in 1,4-dioxane, water provides 9-nitro-1,2,4,5-tetrahydropyrazolo[5,1-d][1,3,5]oxadiazepin-8-ol 3, which upon treatment with MeI and... Starting materials: S(O)(O)(=O)=O (sulfuric acid), FC1=CC=C(C=C1)C=1C(N(C(=CN1)C(F)(F)F)C)=O (3-(4-fluorophenyl)-1-methyl-6-trifluoromethyl-2-oxo-1,2-dihydropyrazine), FC1=CC=C(C=C1)C=1C(N(C(=CN1)C(F)(F)F)C)=O (3-(4-fluorophenyl)-1-methyl-6-trifluoromethyl-2-oxo-1,2-dihydropyrazine), [N+](=O)(O)[O-] (nitric acid), ice water. Reaction conditions: time 1 hour. Yields the product FC1=CC=C(C=C1[N+](=O)[O-])C=1C(N(C(=CN1)C(F)(F)F)C)=O (3-(4-fluoro-5-nitrophenyl)-1-methyl-6-trifluoromethyl-2-oxo-1,2-dihydropyrazine). Yield: 85.0%. RXN SMILES: S(=O)(=O)(O)O.[F:6][C:7]1[CH:12]=[CH:11][C:10]([C:13]2[C:14](=[O:24])[N:15]([CH3:23])[C:16]([C:19]([F:22])([F:21])[F:20])=[CH:17][N:18]=2)=[CH:9][CH:8]=1.[N+:25]([O-])([OH:27])=[O:26]>>[F:6][C:7]1[C:8]([N+:25]([O-:27])=[O:26])=[CH:9][C:10]([C:13]2[C:14](=[O:24])[N:15]([CH3:23])[C:16]([C:19]([F:21])([F:20])[F:22])=[CH:17][N:18]=2)=[CH:11][CH:12]=1. Reported procedure: To 2.5 ml of concentrated sulfuric acid was added 0.34 g of 3-(4-fluorophenyl)-1-methyl-6-trifluoromethyl-2-oxo-1,2-dihydropyrazine (present compound 1-4) at 5° C. Furthermore, 0.13 ml of 61% nitric acid was added, and the mixture was stirred at room temperature for 1 hour. After completion of the reaction, the reaction mixture was added to ice water, followed by extraction with ethyl acetate. The organic layer was washed with water and then saturated sodium chloride solution, dried with anhydro... Reactants: CO, O=[N+]([O-])c1ccc(-n2cncn2)nc1. Product: Nc1ccc(-n2cncn2)nc1. As a reaction SMILES: [CH3:15][OH:16].[N+:1]([O-:2])(=[O:3])[c:4]1[cH:5][cH:6][c:7](-[n:10]2[n:11][cH:12][n:13][cH:14]2)[n:8][cH:9]1>>[NH2:1][c:4]1[cH:5][cH:6][c:7](-[n:10]2[n:11][cH:12][n:13][cH:14]2)[n:8][cH:9]1.